From a dataset of the Open Reaction Database (ORD), a public repository of structured organic reaction records. describe an organic reaction: reactants, conditions, products, and yield Starting materials: ClC=1N=C(C2=C(N1)N(C=C2)S(=O)(=O)C2=CC=C(C)C=C2)NC2=CC(=CC=C2)S(=O)(=O)N (2-chloro-N-(3-aminosulfonyl-phenyl)-7-tosyl-7H-pyrrolo[2,3-d]pyrimidin-4-amine), NC1=CC=C(C=C1)N(C(C)=O)C (N-(4-aminophenyl)-N-methylacetamide), C[Si](C)(C)Cl (trimethylsilyl chloride), C[Si](C)(C)Cl (trimethylsilyl chloride). Run in C(CCC)O (nBuOH), O1CCOCC1 (dioxane). Run at temperature 110 celsius, time 72 hour. Yields the product NS(=O)(=O)C=1C=C(C=CC1)NC=1C2=C(N=C(N1)NC1=CC=C(C=C1)N(C(C)=O)C)N(C=C2)S(=O)(=O)C2=CC=C(C)C=C2 (N-(4-(4-(3-aminosulfonyl-phenylamino)-7-tosyl-7H-pyrrolo[2,3-d]pyrimidin-2-ylamino)phenyl)-N-methylacetamide). The yield is 15.7%. RXN SMILES: Cl[C:2]1[N:3]=[C:4]([NH:21][C:22]2[CH:27]=[CH:26][CH:25]=[C:24]([S:28]([NH2:31])(=[O:30])=[O:29])[CH:23]=2)[C:5]2[CH:10]=[CH:9][N:8]([S:11]([C:14]3[CH:20]=[CH:19][C:17]([CH3:18])=[CH:16][CH:15]=3)(=[O:13])=[O:12])[C:6]=2[N:7]=1.[NH2:32][C:33]1[CH:38]=[CH:37][C:36]([N:39]([CH3:43])[C:40](=[O:42])[CH3:41])=[CH:35][CH:34]=1.C[Si](Cl)(C)C>C(O)CCC.O1CCOCC1>[NH2:31][S:28]([C:24]1[CH:23]=[C:22]([NH:21][C:4]2[C:5]3[CH:10]=[CH:9][N:8]([S:11]([C:14]4[CH:20]=[CH:19][C:17]([CH3:18])=[CH:16][CH:15]=4)(=[O:13])=[O:12])[C:6]=3[N:7]=[C:2]([NH:32][C:33]3[CH:34]=[CH:35][C:36]([N:39]([CH3:43])[C:40](=[O:42])[CH3:41])=[CH:37][CH:38]=3)[N:3]=2)[CH:27]=[CH:26][CH:25]=1)(=[O:30])=[O:29]. Reported procedure: A mixture of 2-chloro-N-(3-aminosulfonyl-phenyl)-7-tosyl-7H-pyrrolo[2,3-d]pyrimidin-4-amine (100 mg, 0.21 mmol), N-(4-aminophenyl)-N-methylacetamide (100 mg, 0.61 mmol) and trimethylsilyl chloride (0.050 mL, 0.40 mmol) in nBuOH (2 mL) and dioxane (2 mL) was heated at 110° C. for 4 h. More trimethylsilyl chloride (0.100 mL, 0.79 mmol) was added. The mixture was stirred at 110° C. for another 72 h. It was then purified by HPLC to give N-(4-(4-(3-aminosulfonyl-phenylamino)-7-tosyl-7H-pyrrolo[2,3-d]... The reactants are C1(CCCCC1)C[C@@H](C(=O)N(C)OC)NC(OC(C)(C)C)=O ((S)-tert-butyl 3-cyclohexyl-1-(methoxy(methyl)amino)-1-oxopropan-2-ylcarbamate), CC[Mg+].[Br-] (EtMgBr). Solvent: C1(=CC=CC=C1)C (toluene). Run at temperature 0 celsius, time 2 hour. Product: C1(CCCCC1)C[C@@H](C(CC)=O)NC(OC(C)(C)C)=O ((S)-tert-butyl 1-cyclohexyl-3-oxopentan-2-ylcarbamate). RXN SMILES: [CH:1]1([CH2:7][C@H:8]([NH:15][C:16](=[O:22])[O:17][C:18]([CH3:21])([CH3:20])[CH3:19])[C:9](N(OC)C)=[O:10])[CH2:6][CH2:5][CH2:4][CH2:3][CH2:2]1.[CH3:23][CH2:24][Mg+].[Br-]>C1(C)C=CC=CC=1>[CH:1]1([CH2:7][C@H:8]([NH:15][C:16](=[O:22])[O:17][C:18]([CH3:19])([CH3:20])[CH3:21])[C:9](=[O:10])[CH2:23][CH3:24])[CH2:2][CH2:3][CH2:4][CH2:5][CH2:6]1 |f:1.2|. Reported procedure: To a solution of (S)-tert-butyl 3-cyclohexyl-1-(methoxy(methyl)amino)-1-oxopropan-2-ylcarbamate (5.23 g, 16.66 mmol) in anhydrous toluene (80 mL) at −20° C. was added EtMgBr (3 M in Et2O, 16.7 mL, 49.97 mmol) slowly. The reaction was allowed to warm to 0° C., and stirred at this temperature for 2 h. The reaction was quenched with 1 M HCl at 0° C. and extracted with EtOAc. The organic phase was washed with sat. aq. NaHCO3, brine, concentrated to give (S)-tert-butyl 1-cyclohexyl-3-oxopentan-2-ylca... The reactants are [BH4-], CCO, O=Cc1cc(Cl)cc(Cl)c1Cl, [Na+]. Product: OCc1cc(Cl)cc(Cl)c1Cl. Reaction SMILES: [BH4-:12].[CH3:14][CH2:15][OH:16].[Cl:1][c:2]1[c:3]([CH:4]=[O:5])[cH:6][c:7]([Cl:11])[cH:8][c:9]1[Cl:10].[Na+:13]>>[Cl:1][c:2]1[c:3]([CH2:4][OH:5])[cH:6][c:7]([Cl:11])[cH:8][c:9]1[Cl:10]. The reactants are COC=1C=CC(=C(C1)N)C1=CC2=CC=C(C=C2CC1(C)C)OC (5-methoxy-2-(6-methoxy-3,3-dimethyl-3,4-dihydronaphthalen-2-yl)phenylamine), Cl.N1(CCCCCC1)CCOC1=CC=C(C(=O)O)C=C1 (4-(2-azepan-1-ylethoxy)benzoic acid hydrochloride), N1(CCCCCC1)CCOC1=CC=C(CNC2=C(C=CC(=C2)OC)C2=CC3=CC=C(C=C3CC2(C)C)OC)C=C1 ([4-(2-azepan-1-ylethoxy)benzyl][5-methoxy-2-(6-methoxy-3,3-dimethyl-3,4-dihydronaphthalen-2-yl)phenyl]amine). Yields the product N1(CCCCCC1)CCOC1=CC=C(CN(C2=C(C=CC(=C2)OC)C2=CC3=CC=C(C=C3CC2(C)C)OC)CC)C=C1 ([4-(2-azepan-1-ylethoxy)benzyl]ethyl[5-methoxy-2-(6-methoxy-3,3-dimethyl-3,4dihydronaphthalen-2-yl)phenyl]amine). Reaction SMILES: COC1C=CC(C2C(C)(C)CC3C(=CC=C(OC)C=3)C=2)=C(N)C=1.Cl.[N:25]1([CH2:32][CH2:33][O:34][C:35]2[CH:43]=[CH:42][C:38]([C:39](O)=O)=[CH:37][CH:36]=2)[CH2:31][CH2:30][CH2:29][CH2:28][CH2:27][CH2:26]1.N1(CCOC2C=C[C:57]([CH2:58][NH:59][C:60]3[CH:65]=[C:64]([O:66][CH3:67])[CH:63]=[CH:62][C:61]=3[C:68]3[C:77]([CH3:79])([CH3:78])[CH2:76][C:75]4[C:70](=[CH:71][CH:72]=[C:73]([O:80][CH3:81])[CH:74]=4)[CH:69]=3)=CC=2)CCCCCC1>>[N:25]1([CH2:32][CH2:33][O:34][C:35]2[CH:43]=[CH:42][C:38]([CH2:39][N:59]([CH2:58][CH3:57])[C:60]3[CH:65]=[C:64]([O:66][CH3:67])[CH:63]=[CH:62][C:61]=3[C:68]3[C:77]([CH3:79])([CH3:78])[CH2:76][C:75]4[C:70](=[CH:71][CH:72]=[C:73]([O:80][CH3:81])[CH:74]=4)[CH:69]=3)=[CH:37][CH:36]=2)[CH2:31][CH2:30][CH2:29][CH2:28][CH2:27][CH2:26]1 |f:1.2|. Reported procedure: Synthesized from 5-methoxy-2-(6-methoxy-3,3-dimethyl-3,4-dihydronaphthalen-2-yl)phenylamine and 4-(2-azepan-1-ylethoxy)benzoic acid hydrochloride according to an analogous synthetic method to Example 152, [4-(2-azepan-1-ylethoxy)benzyl][5-methoxy-2-(6-methoxy-3,3-dimethyl-3,4-dihydronaphthalen-2-yl)phenyl]amine (454 mg) was used according to an analogous synthetic method to Example 36 to provide [4-(2-azepan-1-ylethoxy)benzyl]ethyl[5-methoxy-2-(6-methoxy-3,3-dimethyl-3,4dihydronaphthalen-2-yl)ph... Reactants: COC(=O)c1c(C)cccc1COc1cccc(OCc2coc(-c3ccccc3)n2)c1, CS(C)=O. The product is Cc1cccc(COc2cccc(OCc3coc(-c4ccccc4)n3)c2)c1C(=O)O. RXN SMILES: [CH3:1][c:2]1[c:3]([C:4](=[O:5])[O:6][CH3:7])[c:8]([CH2:12][O:13][c:14]2[cH:15][c:16]([O:20][CH2:21][c:22]3[n:23][c:24](-[c:27]4[cH:28][cH:29][cH:30][cH:31][cH:32]4)[o:25][cH:26]3)[cH:17][cH:18][cH:19]2)[cH:9][cH:10][cH:11]1.[CH3:33][S:34]([CH3:35])=[O:36]>>[CH3:1][c:2]1[c:3]([C:4](=[O:5])[OH:6])[c:8]([CH2:12][O:13][c:14]2[cH:15][c:16]([O:20][CH2:21][c:22]3[n:23][c:24](-[c:27]4[cH:28][cH:29][cH:30][cH:31][cH:32]4)[o:25][cH:26]3)[cH:17][cH:18][cH:19]2)[cH:9][cH:10][cH:11]1. Reactants: N(=[N+]=[N-])CC(=O)C1=CC2=C(OC(OC2)(C)C)C=C1 (2-azido-1-(2,2-dimethyl-4H-1,3-benzodioxin-6-yl)ethanone), CB1OC([C@@H]2N1CCC2)(C2=CC=CC=C2)C2=CC=CC=C2 ((R)-Tetrahydro-1-methyl-3,3-diphenyl-1H,3H-pyrrolo[1,2-c][1,3,2]oxazaborole), B.C1CCOC1 (Borane THF), Cl (HCl). Run in C1CCOC1 (THF), C1(=CC=CC=C1)C (toluene), C1CCOC1 (THF). Reaction conditions: time 15 minute. Product: N(=[N+]=[N-])C[C@H](O)C1=CC2=C(OC(OC2)(C)C)C=C1 ((1R)-2-Azido-1-(2,2-dimethyl-4H-1,3-benzodioxin-6-yl)ethanol). Yield: 68.2%. As a reaction SMILES: CB1N2CCC[C@@H]2C(C2C=CC=CC=2)(C2C=CC=CC=2)O1.B.C1COCC1.[N:28]([CH2:31][C:32]([C:34]1[CH:45]=[CH:44][C:37]2[O:38][C:39]([CH3:43])([CH3:42])[O:40][CH2:41][C:36]=2[CH:35]=1)=[O:33])=[N+:29]=[N-:30].Cl>C1(C)C=CC=CC=1.C1COCC1>[N:28]([CH2:31][C@@H:32]([C:34]1[CH:45]=[CH:44][C:37]2[O:38][C:39]([CH3:43])([CH3:42])[O:40][CH2:41][C:36]=2[CH:35]=1)[OH:33])=[N+:29]=[N-:30] |f:1.2|. Reported procedure: (R)-Tetrahydro-1-methyl-3,3-diphenyl-1H,3H-pyrrolo[1,2-c][1,3,2]oxazaborole solution in toluene (1M, 7.5 ml) was added to THF (75 ml) and the solution was diluted to 0° C. Borane-THF complex (1M solution in THF, 125 ml) was added and the mixture was stirred under nitrogen for 15 min. A solution of 2-azido-1-(2,2-dimethyl-4H-1,3-benzodioxin-6-yl)ethanone (24.7 g) in THF (250 ml) was added dropwise over 1.5 h at 5° C. The mixture was stirred for a further 1 h and then cautiously treated with 2M HC...